From a dataset of the Open Reaction Database (ORD), a public repository of structured organic reaction records. describe an organic reaction: reactants, conditions, products, and yield The reactants are OCCCCO, CC(=O)O, CN(C)C=O, C(=NC1CCCCC1)=NC1CCCCC1, O=C(O)Cn1nnnc1-c1ccsc1. Product: O=C(Cn1nnnc1-c1ccsc1)OCCCCO. RXN SMILES: [CH2:15]([CH2:16][CH2:17][CH2:18][OH:19])[OH:20].[CH3:36][C:37](=[O:38])[OH:39].[CH3:40][N:41]([CH3:42])[CH:43]=[O:44].[CH:21]1([N:22]=[C:23]=[N:24][CH:25]2[CH2:26][CH2:27][CH2:28][CH2:29][CH2:30]2)[CH2:31][CH2:32][CH2:33][CH2:34][CH2:35]1.[s:1]1[cH:2][c:3](-[c:6]2[n:7][n:8][n:9][n:10]2[CH2:11][C:12](=[O:13])[OH:14])[cH:4][cH:5]1>>[s:1]1[cH:2][c:3](-[c:6]2[n:7][n:8][n:9][n:10]2[CH2:11][C:12]([O:13][CH2:15][CH2:16][CH2:17][CH2:18][OH:19])=[O:14])[cH:4][cH:5]1. Reactants: CC(C)(C)OC(=O)CN1CCCCC(NC(=O)OCc2ccccc2)C1=O, CCO. The product is CC(C)(C)OC(=O)CN1CCCCC(N)C1=O. As a reaction SMILES: [CH2:1]([O:2][C:3](=[O:4])[NH:11][CH:12]1[C:13](=[O:27])[N:14]([CH2:19][C:20](=[O:21])[O:22][C:23]([CH3:24])([CH3:25])[CH3:26])[CH2:15][CH2:16][CH2:17][CH2:18]1)[c:5]1[cH:6][cH:7][cH:8][cH:9][cH:10]1.[CH3:28][CH2:29][OH:30]>>[NH2:11][CH:12]1[C:13](=[O:27])[N:14]([CH2:19][C:20](=[O:21])[O:22][C:23]([CH3:24])([CH3:25])[CH3:26])[CH2:15][CH2:16][CH2:17][CH2:18]1.